Task: describe an organic reaction: reactants, conditions, products, and yield. Dataset: the Open Reaction Database (ORD), a public repository of structured organic reaction records The reactants are NC1=C(C(=O)NCC(=O)NCC2CCNCC2)C=C(C=C1)Cl (4-[{N-(2-amino5-chlorobenzoyl)glycyl}aminomethyl]piperidine), FC(SC1=CC=C(CBr)C=C1)(F)F (4-(trifluoromethylthio)benzyl bromide), C(C)#N (acetonitrile). Solvent: C(Cl)(Cl)Cl (chloroform). Run at temperature 60 celsius, time 15 hour. The product is NC1=C(C(=O)NCC(=O)NCC2CCN(CC2)CC2=CC=C(C=C2)SC(F)(F)F)C=C(C=C1)Cl (4-[{N-(2-amino-5-chlorobenzoyl)glycyl}aminomethyl]-1-{4-(trifluoromethylthio)benzyl}piperidine). Yield: 85.0%. RXN SMILES: [NH2:1][C:2]1[CH:21]=[CH:20][C:19]([Cl:22])=[CH:18][C:3]=1[C:4]([NH:6][CH2:7][C:8]([NH:10][CH2:11][CH:12]1[CH2:17][CH2:16][NH:15][CH2:14][CH2:13]1)=[O:9])=[O:5].[F:23][C:24]([F:35])([F:34])[S:25][C:26]1[CH:33]=[CH:32][C:29]([CH2:30]Br)=[CH:28][CH:27]=1.C(#N)C>C(Cl)(Cl)Cl>[NH2:1][C:2]1[CH:21]=[CH:20][C:19]([Cl:22])=[CH:18][C:3]=1[C:4]([NH:6][CH2:7][C:8]([NH:10][CH2:11][CH:12]1[CH2:13][CH2:14][N:15]([CH2:30][C:29]2[CH:32]=[CH:33][C:26]([S:25][C:24]([F:35])([F:23])[F:34])=[CH:27][CH:28]=2)[CH2:16][CH2:17]1)=[O:9])=[O:5]. Procedure details: A mixture of 4-[{N-(2-amino5-chlorobenzoyl)glycyl}aminomethyl]piperidine (16.2 mg, 0.050 mmol), 4-(trifluoromethylthio)benzyl bromide (20.3 mg, 0.075 mmol), piperidinomethylpolystyrene (60 mg), acetonitrile (1.0 mL) and chloroform (0.50 mL) was stirred at 60° C. for 15 h. The reaction mixture was cooled, loaded onto Varian™ SCX column and washed with CH3OH (15 mL). Product was eluted using 2 N NH3 in CH3OH (5 mL) and concentrated to afford 4-[{N-(2-amino-5-chlorobenzoyl)glycyl}aminomethyl]-1-{4-... The reactants are BrBr (Bromine), C(C)(=O)C=1N=C(SC1)C(=O)N (4-acetylthiazole-2-carboxamide). Solvent: CO (methanol). Conditions: time 3.5 hour. Yields the product BrCC(=O)C=1N=C(SC1)C(=O)N (4-bromoacetylthiazole-2-carboxamide). RXN SMILES: [Br:1]Br.[C:3]([C:6]1[N:7]=[C:8]([C:11]([NH2:13])=[O:12])[S:9][CH:10]=1)(=[O:5])[CH3:4]>CO>[Br:1][CH2:4][C:3]([C:6]1[N:7]=[C:8]([C:11]([NH2:13])=[O:12])[S:9][CH:10]=1)=[O:5]. Procedure details: Bromine (1.3 g) was added slowly to a suspension of 4-acetylthiazole-2-carboxamide (1.3 g) in methanol (50 ml). The mixture was stirred for 3.5 hours at room temperature. The solvent was removed under reduced pressure to give 4-bromoacetylthiazole-2-carboxamide. The above residue and diaminomethylenethiourea (900 mg) were suspended in ethanol (50 ml) and the mixture was refluxed for 24 hours. The resulting precipitate was collected by filtration and suspended in water (50 ml). The mixture was al... Starting materials: C(C)(=O)O (Acetic acid), ClC1=C(C=CC(=C1)OC)C(C#N)C(C)=O (2-(2-chloro-4-methoxyphenyl)-3-oxobutanenitrile), O.NN (hydrazine hydrate). The solvent is C1(=CC=CC=C1)C (toluene). Product: ClC1=C(C=CC(=C1)OC)C=1C(=NNC1C)N (4-(2-Chloro-4-methoxy-phenyl)-5-methyl-1H-pyrazol-3-ylamine). Reaction SMILES: [C:1](O)(=O)C.[Cl:5][C:6]1[CH:11]=[C:10](OC)[CH:9]=[CH:8][C:7]=1[CH:14]([C:17](=O)[CH3:18])[C:15]#[N:16].[OH2:20].[NH2:21][NH2:22]>C1(C)C=CC=CC=1>[Cl:5][C:6]1[CH:11]=[C:10]([O:20][CH3:1])[CH:9]=[CH:8][C:7]=1[C:14]1[C:15]([NH2:16])=[N:21][NH:22][C:17]=1[CH3:18] |f:2.3|. Reported procedure: Acetic acid (1.3 ml, 22.36 mmol) was added to a stirred suspension of 2-(2-chloro-4-methoxyphenyl)-3-oxobutanenitrile (2.0 g, 8.94 mmol) and hydrazine hydrate (0.65 ml, 13.41 mmol) in dry toluene (25 ml). The reaction mixture was heated at reflux for 20 h. The solvent was removed in vacuo and the residue was partitioned between 2M HCl and EtOAc. The organic extract was extracted several times with 2M HCl then discarded. The acidic extract was neutralised with NaHCO3 then re-extracted 3× with EtO... The reactants are CNC (dimethylamine), ClC1=NC=C(C(=O)O)C=C1 (6-chloronicotinic acid). The product is ClC1=NC=C(C=C1)C(=O)N(C)C (2-Chloro-5-(dimethylaminocarbonyl)pyridine). RXN SMILES: [CH3:1][NH:2][CH3:3].[Cl:4][C:5]1[CH:13]=[CH:12][C:8]([C:9](O)=[O:10])=[CH:7][N:6]=1>>[Cl:4][C:5]1[CH:13]=[CH:12][C:8]([C:9]([N:2]([CH3:3])[CH3:1])=[O:10])=[CH:7][N:6]=1. Procedure: The title compound (D36) was prepared from dimethylamine and 6-chloronicotinic acid according to the procedure described for Description 35. MS electrospray (+ve ion) 185 (MH+). Starting materials: BrC=1C=C(C=C(C1)OCCNC1=CC=NC=C1)CO ({3-bromo-5-[2-(pyridin-4-ylamino)-ethoxy]-phenyl}-methanol). The reagents and catalysts are [O-2].[O-2].[Mn+4] (manganese dioxide). Solvent: O1CCOCC1 (1,4-dioxan). Reaction conditions: time 8 hour. The product is BrC=1C=C(C=O)C=C(C1)OCCNC1=CC=NC=C1 (3-Bromo-5-[2-(pyridin-4-ylamino)-ethoxy]-benzaldehyde). The yield is 86.3%. As a reaction SMILES: [Br:1][C:2]1[CH:3]=[C:4]([CH2:18][OH:19])[CH:5]=[C:6]([O:8][CH2:9][CH2:10][NH:11][C:12]2[CH:17]=[CH:16][N:15]=[CH:14][CH:13]=2)[CH:7]=1>O1CCOCC1.[O-2].[O-2].[Mn+4]>[Br:1][C:2]1[CH:3]=[C:4]([CH:5]=[C:6]([O:8][CH2:9][CH2:10][NH:11][C:12]2[CH:13]=[CH:14][N:15]=[CH:16][CH:17]=2)[CH:7]=1)[CH:18]=[O:19] |f:2.3.4|. Procedure: A suspension of {3-bromo-5-[2-(pyridin-4-ylamino)-ethoxy]-phenyl}-methanol (1.4 g) and manganese dioxide (3.2 g) in 1,4-dioxan (50 ml) was heated to reflux with stirring under an atmosphere of dry nitrogen for 8 h. After cooling to room temperature the mixture was stirred at room temperature for 16 h, and then filtered through Harborlite® and the pad washed with hot methanol. The combined filtrates were evaporated to dryness under reduced pressure to give the title compound as an off-white solid... Reactants: CC1=CC=2C3=C(NC2C=C1)C1CCN(C3)CC1 (9-methyl-3,4,5,6-tetrahydro-1H-2,5-ethanoazepino[4,3-b]indole), C(#C)C=1C=NC=CC1 (3-ethynylpyridine). The product is CC1=CC=2C3=C(N(C2C=C1)\C=C/C=1C=NC=CC1)C1CCN(C3)CC1 (9-methyl-6-[(Z)-2-pyridin-3-ylvinyl]-3,4,5,6-tetrahydro-1H-2,5-ethanoazepino[4,3-b]indole). As a reaction SMILES: [CH3:1][C:2]1[CH:10]=[CH:9][C:8]2[NH:7][C:6]3[CH:11]4[CH2:17][CH2:16][N:14]([CH2:15][C:5]=3[C:4]=2[CH:3]=1)[CH2:13][CH2:12]4.[C:18]([C:20]1[CH:21]=[N:22][CH:23]=[CH:24][CH:25]=1)#[CH:19]>>[CH3:1][C:2]1[CH:10]=[CH:9][C:8]2[N:7](/[CH:19]=[CH:18]\[C:20]3[CH:21]=[N:22][CH:23]=[CH:24][CH:25]=3)[C:6]3[CH:11]4[CH2:12][CH2:13][N:14]([CH2:15][C:5]=3[C:4]=2[CH:3]=1)[CH2:16][CH2:17]4. Reported procedure: The coupling of 9-methyl-3,4,5,6-tetrahydro-1H-2,5-ethanoazepino[4,3-b]indole (113 mg, 0.50 mmol; Example 2B) and 3-ethynylpyridine (0.206 g, 2.0 mmol; Aldrich) was performed according to the procedure described in Example 20 to afford the title compound as one of two isomers: 1H NMR (300 MHz, methanol-d4) δ ppm 1.62-1.76 (m, 2H), 1.81-1.96 (m, 2H), 2.38 (s, 3H), 2.92-3.08 (m, 3H), 3.09-3.22 (m, 2H), 4.21 (s, 2H), 6.75 (d, J=8 Hz, 1H), 6.84-7.03 (m, 3H), 7.14-7.30 (m, 3H), 8.02 (d, J=2 Hz, 1H), ...